This data is from the Open Reaction Database (ORD), a public repository of structured organic reaction records. The task is: describe an organic reaction: reactants, conditions, products, and yield Reactants: ClC(COC(C(CC1=CC=C(C=C1)CCCO)SCCC1=CC=C(C=C1)F)=O)(Cl)Cl (2-[2-(4-fluoro-phenyl)-ethylsulfanyl]-3-[4-(3-hydroxy-propyl)-phenyl]-propionic acid 2,2,2-trichloro-ethyl ester), CS(=O)(=O)OC1=CC=C(C=C1)CC(=O)O ((4-methanesulfonyloxy-phenyl)-acetic acid). Yields the product FC1=CC=C(C=C1)CCSC(C(=O)O)CC1=CC=C(C=C1)CCCOC(CC1=CC=C(C=C1)OS(=O)(=O)C)=O (2-[2-(4-Fluoro-phenyl)-ethylsulfanyl]-3-(4-{3-[2-(4-methanesulfonyloxy-phenyl)-acetoxy]-propyl}-phenyl)-propionic acid). RXN SMILES: ClC(Cl)(Cl)C[O:4][C:5](=[O:28])[CH:6]([S:18][CH2:19][CH2:20][C:21]1[CH:26]=[CH:25][C:24]([F:27])=[CH:23][CH:22]=1)[CH2:7][C:8]1[CH:13]=[CH:12][C:11]([CH2:14][CH2:15][CH2:16]O)=[CH:10][CH:9]=1.[CH3:31][S:32]([O:35][C:36]1[CH:41]=[CH:40][C:39]([CH2:42][C:43]([OH:45])=[O:44])=[CH:38][CH:37]=1)(=[O:34])=[O:33]>>[F:27][C:24]1[CH:25]=[CH:26][C:21]([CH2:20][CH2:19][S:18][CH:6]([CH2:7][C:8]2[CH:9]=[CH:10][C:11]([CH2:14][CH2:15][CH2:16][O:44][C:43](=[O:45])[CH2:42][C:39]3[CH:38]=[CH:37][C:36]([O:35][S:32]([CH3:31])(=[O:34])=[O:33])=[CH:41][CH:40]=3)=[CH:12][CH:13]=2)[C:5]([OH:28])=[O:4])=[CH:22][CH:23]=1. Procedure: The title compound was prepared from 2-[2-(4-fluoro-phenyl)-ethylsulfanyl]-3-[4-(3-hydroxy-propyl)-phenyl]-propionic acid 2,2,2-trichloro-ethyl ester (45 mg, 0.091 mmol) and (4-methanesulfonyloxy-phenyl)-acetic acid (19 mg, 0.083 mmol) in the same manner as described for example 1. The crude product was purified by HPLC (yield: 3.0 mg, 4.2%). 1H NMR (400 MHz, CDCl3): δ 7.30-7.32 (d, 2H), 7.21-7.23 (d, 2H), 7.05-7.08 (m, 4H), 6.98-7.00 (d, 2H), 6.90-6.94 (t, 2H), 4.04-4.07 (t, 2H), 3.63 (m, 2H), ... Reactants: C1CCOC1, [H-], O=[N+]([O-])c1cnn2c1NCC2, [Na+], O, Cc1ccc(S(=O)(=O)OCCC2CCN(C(=O)OC(C)(C)C)CC2)cc1. The product is CC(C)(C)OC(=O)N1CCC(CCN2CCn3ncc([N+](=O)[O-])c32)CC1. Reaction SMILES: [CH2:41]1[O:42][CH2:43][CH2:44][CH2:45]1.[H-:1].[N+:3](=[O:4])([O-:5])[c:6]1[cH:7][n:8][n:9]2[c:10]1[NH:11][CH2:12][CH2:13]2.[Na+:2].[OH2:40].[S:14]([O:15][CH2:25][CH2:26][CH:27]1[CH2:28][CH2:29][N:30]([C:33](=[O:34])[O:35][C:36]([CH3:37])([CH3:38])[CH3:39])[CH2:31][CH2:32]1)([c:16]1[cH:17][cH:18][c:19]([CH3:20])[cH:21][cH:22]1)(=[O:23])=[O:24]>>[N+:3](=[O:4])([O-:5])[c:6]1[cH:7][n:8][n:9]2[c:10]1[N:11]([CH2:25][CH2:26][CH:27]1[CH2:28][CH2:29][N:30]([C:33](=[O:34])[O:35][C:36]([CH3:37])([CH3:38])[CH3:39])[CH2:31][CH2:32]1)[CH2:12][CH2:13]2. Starting materials: COc1ccc(Cn2c(=O)n(C3CCC(OC(C)=O)CC3)c3ncc(C(F)(F)F)cc32)cc1OC, CO, C1CCOC1. Yields the product COc1ccc(Cn2c(=O)n(C3CCC(O)CC3)c3ncc(C(F)(F)F)cc32)cc1OC. Reaction SMILES: [C:1](=[O:2])([CH3:3])[O:4][CH:5]1[CH2:6][CH2:7][CH:8]([n:11]2[c:12](=[O:35])[n:13]([CH2:24][c:25]3[cH:26][c:27]([O:33][CH3:34])[c:28]([O:31][CH3:32])[cH:29][cH:30]3)[c:14]3[c:15]2[n:16][cH:17][c:18]([C:20]([F:21])([F:22])[F:23])[cH:19]3)[CH2:9][CH2:10]1.[CH3:36][OH:37].[O:38]1[CH2:39][CH2:40][CH2:41][CH2:42]1>>[OH:4][CH:5]1[CH2:6][CH2:7][CH:8]([n:11]2[c:12](=[O:35])[n:13]([CH2:24][c:25]3[cH:26][c:27]([O:33][CH3:34])[c:28]([O:31][CH3:32])[cH:29][cH:30]3)[c:14]3[c:15]2[n:16][cH:17][c:18]([C:20]([F:21])([F:22])[F:23])[cH:19]3)[CH2:9][CH2:10]1. Starting materials: FC1=C(OC2=CC(=NC=N2)NC(N(C)C)=O)C=CC(=C1)[N+](=O)[O-] (3-[6-(2-Fluoro-4-nitrophenoxy)pyrimidin-4-yl]-1,1-dimethylurea), CCCCCC (hexane), C(C)(=O)OCC.O1CCCC1 (ethyl acetate tetrahydrofuran), [Cl-].[NH4+] (ammonium chloride). The reagents and catalysts are [Fe] (iron). Run in C(C)O (ethanol), O (water), C(C)OCC (diethyl ether). Product: NC1=CC(=C(OC2=CC(=NC=N2)NC(N(C)C)=O)C=C1)F (3-[6-(4-Amino-2-fluorophenoxy)pyrimidin-4-yl]-1,1-dimethylurea). The yield is 83.6%. RXN SMILES: [F:1][C:2]1[CH:20]=[C:19]([N+:21]([O-])=O)[CH:18]=[CH:17][C:3]=1[O:4][C:5]1[N:10]=[CH:9][N:8]=[C:7]([NH:11][C:12](=[O:16])[N:13]([CH3:15])[CH3:14])[CH:6]=1.[Cl-].[NH4+].C(OCC)(=O)C.O1CCCC1.CCCCCC>C(O)C.O.C(OCC)C.[Fe]>[NH2:21][C:19]1[CH:18]=[CH:17][C:3]([O:4][C:5]2[N:10]=[CH:9][N:8]=[C:7]([NH:11][C:12](=[O:16])[N:13]([CH3:15])[CH3:14])[CH:6]=2)=[C:2]([F:1])[CH:20]=1 |f:1.2,3.4|. Procedure details: 3-[6-(2-Fluoro-4-nitrophenoxy)pyrimidin-4-yl]-1,1-dimethylurea (227 mg) was dissolved in ethanol (15 ml)-water (3 ml), and then electrolytic iron powder (230 mg) and ammonium chloride (460 mg) were added thereto, followed by heating under reflux for 30 min. The reaction mixture was cooled down to room temperature, and ethyl acetate-tetrahydrofuran (1:1) was then added thereto, followed by stirring. The reaction mixture was filtered through celite to remove an insoluble portion, which was washed ... Reactants: CC(=O)N1c2ccccc2Sc2cc(O)c3ccccc3c21, CC(C)(C)[O-], CI, [K+], CN(C)C=O, O. Yields the product COc1cc2c(c3ccccc13)N(C(C)=O)c1ccccc1S2. RXN SMILES: [C:7]([CH3:8])(=[O:9])[N:10]1[c:11]2[cH:12][cH:13][cH:14][cH:15][c:16]2[S:17][c:18]2[cH:19][c:20]([OH:28])[c:21]3[c:22]([c:23]21)[cH:24][cH:25][cH:26][cH:27]3.[CH3:1][C:2]([CH3:3])([O-:4])[CH3:5].[CH3:29][I:30].[K+:6].[O:32]=[CH:33][N:34]([CH3:35])[CH3:36].[OH2:31]>>[CH3:1][O:28][c:20]1[cH:19][c:18]2[c:23]([c:22]3[c:21]1[cH:27][cH:26][cH:25][cH:24]3)[N:10]([C:7]([CH3:8])=[O:9])[c:11]1[cH:12][cH:13][cH:14][cH:15][c:16]1[S:17]2. The reactants are FC=1C=C(C=CC1F)C=1N=C(N(C1)C(C)N(C)C)C1CCNCC1 (4-(3,4-difluorophenyl)-2-(piperidin-4-yl)-1H-imidazol-1-yl-N,N-dimethyl ethanamine), ClC=1C2=C(N=CN1)NC(C2CC)=O (4-chloro-5-ethyl-5,7-dihydro-pyrrolo[2,3-d]pyrimidin-6-one), CCN(C(C)C)C(C)C (DIPEA). Solvent: CC(C)O (IPA). Yields the product FC=1C=C(C=CC1F)C=1N=C(N(C1)CCN(C)C)C1CCN(CC1)C=1C2=C(N=CN1)NC(C2CC)=O (4-{4-[4-(3,4-Difluoro-phenyl)-1-(2-dimethylamino-ethyl)-1H-imidazol-2-yl]-piperidin-1-yl}-5-ethyl-5,7-dihydro-pyrrolo[2,3-d]pyrimidin-6-one). Isolated yield 26.2%. As a reaction SMILES: [F:1][C:2]1[CH:3]=[C:4]([C:9]2[N:10]=[C:11]([CH:19]3[CH2:24][CH2:23][NH:22][CH2:21][CH2:20]3)[N:12]([CH:14](N(C)C)[CH3:15])[CH:13]=2)[CH:5]=[CH:6][C:7]=1[F:8].Cl[C:26]1[C:27]2[CH:34]([CH2:35][CH3:36])[C:33](=[O:37])[NH:32][C:28]=2[N:29]=[CH:30][N:31]=1.C[CH2:39][N:40](C(C)C)[CH:41](C)C>CC(O)C>[F:1][C:2]1[CH:3]=[C:4]([C:9]2[N:10]=[C:11]([CH:19]3[CH2:20][CH2:21][N:22]([C:26]4[C:27]5[CH:34]([CH2:35][CH3:36])[C:33](=[O:37])[NH:32][C:28]=5[N:29]=[CH:30][N:31]=4)[CH2:23][CH2:24]3)[N:12]([CH2:14][CH2:15][N:40]([CH3:41])[CH3:39])[CH:13]=2)[CH:5]=[CH:6][C:7]=1[F:8]. Procedure details: Combine 2-(4-(3,4-difluorophenyl)-2-(piperidin-4-yl)-1H-imidazol-1-yl-N,N-dimethyl ethanamine (0.35 g; 0.0010 mol; 1.0 equiv), 4-chloro-5-ethyl-5,7-dihydro-pyrrolo[2,3-d]pyrimidin-6-one (0.23 g; 0.0011 mol; 1.1 equiv), DIPEA (0.72 mL; 0.0041 mol; 4.0 equiv) in IPA (10 mL) and stir at 90° C. for 16 h. Quench the reaction with demineralized water and extract with EA. Evaporate the organic layer, purify over a silica gel column with 0-10% MeOH/DCM to give the title compound (0.13 g; 24.13%). MS (ES... Starting materials: OCC1CCC2CNCCN2C1, CS(C)=O, Nc1nc(Cl)cc2nc(-c3ccco3)nn12. Yields the product Nc1nc(N2CCN3CC(CO)CCC3C2)cc2nc(-c3ccco3)nn12. RXN SMILES: [CH2:17]1[CH:18]2[N:19]([CH2:20][CH2:21][NH:22]1)[CH2:23][CH:24]([CH2:27][OH:28])[CH2:25][CH2:26]2.[CH3:29][S:30]([CH3:31])=[O:32].[Cl:1][c:2]1[cH:3][c:4]2[n:5]([c:6]([NH2:8])[n:7]1)[n:9][c:10](-[c:12]1[o:13][cH:14][cH:15][cH:16]1)[n:11]2>>[c:2]1([N:22]2[CH2:17][CH:18]3[N:19]([CH2:20][CH2:21]2)[CH2:23][CH:24]([CH2:27][OH:28])[CH2:25][CH2:26]3)[cH:3][c:4]2[n:5]([c:6]([NH2:8])[n:7]1)[n:9][c:10](-[c:12]1[o:13][cH:14][cH:15][cH:16]1)[n:11]2. The reactants are FC1=CC=C(C=C1)C(OCCN1CCNCC1)C1=CC=C(C=C1)F (1-[2-[bis(4-fluorophenyl)methoxy]ethyl]piperazine), C([O-])([O-])=O.[K+].[K+] (potassium carbonate), BrCCCC1=CC=CC=C1 ((3-bromopropyl) benzene), C(C)O (ethanol). The product is C(\C=C/C(=O)O)(=O)O.FC1=CC=C(C=C1)C(OCCN1CCN(CC1)CCCC1=CC=CC=C1)C1=CC=C(C=C1)F (1-[2-[Bis(4-fluorophenyl)methoxy]ethyl]-4-(3-phenylpropyl)piperazine maleate). Reaction SMILES: [F:1][C:2]1[CH:7]=[CH:6][C:5]([CH:8]([C:18]2[CH:23]=[CH:22][C:21]([F:24])=[CH:20][CH:19]=2)[O:9][CH2:10][CH2:11][N:12]2[CH2:17][CH2:16][NH:15][CH2:14][CH2:13]2)=[CH:4][CH:3]=1.[C:25](=[O:28])([O-:27])[O-].[K+].[K+].Br[CH2:32][CH2:33][CH2:34][C:35]1[CH:40]=[CH:39][CH:38]=[CH:37][CH:36]=1.C([OH:43])C>>[C:8]([OH:43])(=[O:9])/[CH:18]=[CH:23]\[C:25]([OH:27])=[O:28].[F:1][C:2]1[CH:3]=[CH:4][C:5]([CH:8]([C:18]2[CH:19]=[CH:20][C:21]([F:24])=[CH:22][CH:23]=2)[O:9][CH2:10][CH2:11][N:12]2[CH2:17][CH2:16][N:15]([CH2:32][CH2:33][CH2:34][C:35]3[CH:40]=[CH:39][CH:38]=[CH:37][CH:36]=3)[CH2:14][CH2:13]2)=[CH:6][CH:7]=1 |f:1.2.3,6.7|. Procedure details: To a mixture of 6 g (0.018 mol) of 1-[2-[bis(4-fluorophenyl)methoxy]ethyl]piperazine (prepared as described in Example 3) and 3 g of potassium carbonate powder in 50 ml of ethanol, 3.6 g (0.018 mol) of (3-bromopropyl) benzene (G.O. Aspinall et al., J.Chem.Soc.1950, 743) was added dropwise at room temperature. The mixture was then slowly heated and refluxed for 3 hours. The reaction mixture was filtered and the filtrate was concentrated. The residue was taken up in diethyl ether, undissolved matt... RXN SMILES: [Br:1][c:2]1[cH:3][cH:4][c:5]([C:8]([CH3:9])([CH3:10])[CH3:11])[n:6][cH:7]1.[CH:12](=[CH2:13])[Sn:14]([CH2:15][CH2:16][CH2:17][CH3:18])([CH2:19][CH2:20][CH2:21][CH3:22])[CH2:23][CH2:24][CH2:25][CH3:26].[Cl-:28].[Li+:27].[O:29]=[CH:30][N:31]([CH3:32])[CH3:33]>>[c:2]1([CH:12]=[CH2:13])[cH:3][cH:4][c:5]([C:8]([CH3:9])([CH3:10])[CH3:11])[n:6][cH:7]1. Reactants: CC(C)(C)c1ccc(Br)cn1, C=C[Sn](CCCC)(CCCC)CCCC, [Cl-], [Li+], CN(C)C=O. Yields the product C=Cc1ccc(C(C)(C)C)nc1.